From a dataset of the Open Reaction Database (ORD), a public repository of structured organic reaction records. describe an organic reaction: reactants, conditions, products, and yield Starting materials: [BH4-].[Na+] (sodium borohydride), C(=O)C1=C(OC(C(=O)OC)C)C=C(C=C1)C (methyl 2-(2-formyl-5-methylphenoxy)propionate), Cl (hydrochloric acid). The reagents and catalysts are C[O-].[Na+] (sodium methoxide). Solvent: CO (methanol), CO (methanol). Run at time 2 hour. The product is OCC1=C(OC(C(=O)OC)C)C=C(C=C1)C (methyl 2-(2-hydroxymethyl-5-methylphenoxy)propionate). Yield: 72.4%. As a reaction SMILES: [CH:1]([C:3]1[CH:15]=[CH:14][C:13]([CH3:16])=[CH:12][C:4]=1[O:5][CH:6]([CH3:11])[C:7]([O:9][CH3:10])=[O:8])=[O:2].[BH4-].[Na+].Cl>CO.C[O-].[Na+]>[OH:2][CH2:1][C:3]1[CH:15]=[CH:14][C:13]([CH3:16])=[CH:12][C:4]=1[O:5][CH:6]([CH3:11])[C:7]([O:9][CH3:10])=[O:8] |f:1.2,5.6|. Reported procedure: To a solution of 7.89 g (0.0355 mole) of methyl 2-(2-formyl-5-methylphenoxy)propionate in 20 mL of methanol, cooled to 5° C., was added a solution of 0.10 g (0.001s mole) of sodium methoxide in 20 mL of methanol. While the temperature was maintained between 0° C. and 5° C., 0.36 g (0.0094 mole) of sodium borohydride was added to the reaction during a period of about 10 minutes. The reaction mixture was allowed to warm to ambient temperature, where it was stirred for two hours. At the end of this... Product: FC=1C=CC(=C2CC[C@H](C12)OC1=CC2=C([C@@H](CO2)CC(=O)O)C=C1)OC1=CC=CC=C1 ({(S)-6-[(R)-7-Fluoro-4-phenoxy-indan-1-yloxy]-2,3-dihydro-benzofuran-3-yl}-acetic acid). Conditions: time 4 hour. As a reaction SMILES: [OH-].[Na+].C[O:4][C:5](=[O:34])[CH2:6][C@H:7]1[C:11]2[CH:12]=[CH:13][C:14]([O:16][C@H:17]3[C:25]4[C:20](=[C:21]([O:27][C:28]5[CH:33]=[CH:32][CH:31]=[CH:30][CH:29]=5)[CH:22]=[CH:23][C:24]=4[F:26])[CH2:19][CH2:18]3)=[CH:15][C:10]=2[O:9][CH2:8]1>CO.O1CCCC1>[F:26][C:24]1[CH:23]=[CH:22][C:21]([O:27][C:28]2[CH:29]=[CH:30][CH:31]=[CH:32][CH:33]=2)=[C:20]2[C:25]=1[C@H:17]([O:16][C:14]1[CH:13]=[CH:12][C:11]3[C@H:7]([CH2:6][C:5]([OH:34])=[O:4])[CH2:8][O:9][C:10]=3[CH:15]=1)[CH2:18][CH2:19]2 |f:0.1|. Procedure details: 1 M aqueous NaOH solution (3.0 mL) is added to a solution of {(S)-6-[(R)-7-fluoro-4-phenoxy-indan-1-yloxy]-2,3-dihydro-benzofuran-3-yl}-acetic acid methyl ester (0.18 g) in methanol (6 mL) and tetrahydrofuran (6 mL) at room temperature. The mixture is stirred at room temperature for 4 h. The organic solvent is evaporated, water (2 mL) is added, and the resulting solution is neutralized with 1 M aqueous HCl solution (3 mL). The solution is stirred at room temperature for 1 h. The precipitate is s... The solvent is CO (methanol), O1CCCC1 (tetrahydrofuran). Reactants: [OH-].[Na+] (NaOH), COC(C[C@@H]1COC2=C1C=CC(=C2)O[C@@H]2CCC1=C(C=CC(=C21)F)OC2=CC=CC=C2)=O ({(S)-6-[(R)-7-fluoro-4-phenoxy-indan-1-yloxy]-2,3-dihydro-benzofuran-3-yl}-acetic acid methyl ester).